This data is from the Open Reaction Database (ORD), a public repository of structured organic reaction records. The task is: describe an organic reaction: reactants, conditions, products, and yield Starting materials: O=C(c1ccc(S(=O)(=O)Cl)cc1)N1CCN2CCCC2C1, CO, CN(C)C=O, ClCCl, NC(CO)c1ccccc1, [Na+], [Na+], O=C([O-])[O-]. The product is O=C(c1ccc(S(=O)(=O)NC(CO)c2ccccc2)cc1)N1CCN2CCCC2C1. RXN SMILES: [CH2:11]1[CH:12]2[N:13]([CH2:14][CH2:15][N:16]1[C:17](=[O:18])[c:19]1[cH:20][cH:21][c:22]([S:25](=[O:26])(=[O:27])[Cl:28])[cH:23][cH:24]1)[CH2:29][CH2:30][CH2:31]2.[CH3:38][OH:39].[CH3:40][N:41]([CH3:42])[CH:43]=[O:44].[Cl:45][CH2:46][Cl:47].[NH2:1][CH:2]([CH2:3][OH:4])[c:5]1[cH:6][cH:7][cH:8][cH:9][cH:10]1.[Na+:32].[Na+:33].[O-:34][C:35](=[O:36])[O-:37]>>[NH:1]([CH:2]([CH2:3][OH:4])[c:5]1[cH:6][cH:7][cH:8][cH:9][cH:10]1)[S:25]([c:22]1[cH:21][cH:20][c:19]([C:17]([N:16]2[CH2:11][CH:12]3[N:13]([CH2:14][CH2:15]2)[CH2:29][CH2:30][CH2:31]3)=[O:18])[cH:24][cH:23]1)(=[O:26])=[O:27]. The product is FC=1C=C2C=3CC(CCC3NC2=CC1)C(=O)OC (methyl 6-fluoro-2,3,4,9-tetrahydro-1H-carbazole-3-carboxylate). The yield is 100.0%. Procedure: A stirred mixture of 96.2 mg (0.68 mmol) of 4-oxocyclohexanecarboxylic acid, 100 mg (0.62 mmol) of (4-fluorophenyl)hydrazine hydrochloride, 3 mL of methanol and 80 μL of concentrated sulfuric acid in a 5 mL microwave process vial was heated for 10 min at 120° C. under argon in a microwave. The alcoholic solution was concentrated to about one-third of the original volume and then externally cooled (ice bath). An off-white product precipitate formed, which could be filtered off and thereby was car... RXN SMILES: O=[C:2]1[CH2:7][CH2:6][CH:5]([C:8]([OH:10])=[O:9])[CH2:4][CH2:3]1.Cl.[F:12][C:13]1[CH:18]=[CH:17][C:16]([NH:19]N)=[CH:15][CH:14]=1.S(=O)(=O)(O)O.[CH3:26]O>>[F:12][C:13]1[CH:18]=[C:17]2[C:16](=[CH:15][CH:14]=1)[NH:19][C:2]1[CH2:7][CH2:6][CH:5]([C:8]([O:10][CH3:26])=[O:9])[CH2:4][C:3]2=1 |f:1.2|. The reactants are O=C1CCC(CC1)C(=O)O (4-oxocyclohexanecarboxylic acid), Cl.FC1=CC=C(C=C1)NN ((4-fluorophenyl)hydrazine hydrochloride), S(O)(O)(=O)=O (sulfuric acid), CO (methanol). Conditions: temperature 120 celsius.